Dataset: the Open Reaction Database (ORD), a public repository of structured organic reaction records. Task: describe an organic reaction: reactants, conditions, products, and yield Reactants: C(C#CC(=O)OCC)(=O)OCC (diethyl but-2-ynedioate), Cl.CN(N)C (1,1-dimethylhydrazine hydrochloride), [OH-].[Na+] (NaOH), CCOC(=O)C (EtOAc). Solvent: CCO (EtOH), O (water), O (water). Reaction conditions: temperature 20 celsius, time 60 minute. Product: OC1=NN(C(=C1)C(=O)OCC)C (ethyl 3-hydroxy-1-methyl-1H-pyrazole-5-carboxylate). The yield is 17.0%. As a reaction SMILES: [C:1]([O:10]CC)(=O)[C:2]#[C:3][C:4]([O:6][CH2:7][CH3:8])=[O:5].Cl.[CH3:14][N:15](C)[NH2:16].[OH-].[Na+].CCOC(C)=O>CCO.O>[OH:10][C:1]1[CH:2]=[C:3]([C:4]([O:6][CH2:7][CH3:8])=[O:5])[N:15]([CH3:14])[N:16]=1 |f:1.2,3.4|. Procedure: To a solution of diethyl but-2-ynedioate (100 g, 0.588 mol) in a mixture of EtOH (600 mL) and water (600 mL) was added a solution of 1,1-dimethylhydrazine hydrochloride (68 g, 0.705 mol) and NaOH (28.2 g, 0.705 mol) in water (150 mL) dropwise at 0° C. over a period of 20 min. The mixture was stirred at 0° C. for 30 min and 20° C. for 60 min. To the reaction mixture was added EtOAc (800 mL) and stirred. The mixture was separated and the aqueous layer was concentrated. The residue was dissolved in...